describe an organic reaction: reactants, conditions, products, and yield From a dataset of the Open Reaction Database (ORD), a public repository of structured organic reaction records. Starting materials: CC(=O)c1ccc(Cl)s1, C1COCCO1, O, O=[Se]. The product is O=CC(=O)c1ccc(Cl)s1. Reaction SMILES: [C:3]([CH3:4])(=[O:5])[c:6]1[s:7][c:8]([Cl:11])[cH:9][cH:10]1.[O:12]1[CH2:13][CH2:14][O:15][CH2:16][CH2:17]1.[OH2:18].[Se:1]=[O:2]>>[O:2]=[CH:4][C:3](=[O:5])[c:6]1[s:7][c:8]([Cl:11])[cH:9][cH:10]1. Starting materials: Cc1ccccc1, CN(C)C=O, O=C(c1cccc(C(F)(F)F)c1Cl)N1CCn2ccnc2C1, O=C1CCC(=O)N1Br. Product: O=C(c1cccc(C(F)(F)F)c1Cl)N1CCn2c(Br)cnc2C1. Reaction SMILES: [CH3:31][c:32]1[cH:33][cH:34][cH:35][cH:36][cH:37]1.[CH3:38][N:39]([CH3:40])[CH:41]=[O:42].[Cl:1][c:2]1[c:3]([C:12](=[O:13])[N:14]2[CH2:15][c:16]3[n:17]([cH:20][cH:21][n:22]3)[CH2:18][CH2:19]2)[cH:4][cH:5][cH:6][c:7]1[C:8]([F:9])([F:10])[F:11].[O:23]=[C:24]1[N:25]([Br:30])[C:26](=[O:27])[CH2:28][CH2:29]1>>[Cl:1][c:2]1[c:3]([C:12](=[O:13])[N:14]2[CH2:15][c:16]3[n:17]([c:20]([Br:30])[cH:21][n:22]3)[CH2:18][CH2:19]2)[cH:4][cH:5][cH:6][c:7]1[C:8]([F:9])([F:10])[F:11]. The reactants are C1(=CC=CC=C1)C (toluene), C[Zn]C (dimethylzinc), FC(C1=CC=C(C(C)(C)Cl)C=C1)(F)F (4-trifluoromethyl-α,α-dimethylbenzyl chloride). The reagents and catalysts are [Ti](Cl)(Cl)(Cl)Cl (titanium tetrachloride). Run in C(Cl)Cl (CH2Cl2), C(Cl)Cl (CH2Cl2). Reaction conditions: temperature -40 celsius. The product is FC(C1=CC=C(C=C1)C(C)(C)C)(F)F (4-trifluoromethyl-t-butylbenzene). RXN SMILES: [C:1]1(C)C=CC=CC=1.C[Zn]C.[F:11][C:12]([F:24])([F:23])[C:13]1[CH:22]=[CH:21][C:16]([C:17](Cl)([CH3:19])[CH3:18])=[CH:15][CH:14]=1>C(Cl)Cl.[Ti](Cl)(Cl)(Cl)Cl>[F:11][C:12]([F:24])([F:23])[C:13]1[CH:22]=[CH:21][C:16]([C:17]([CH3:1])([CH3:19])[CH3:18])=[CH:15][CH:14]=1. Reported procedure: To a toluene solution of dimethylzinc (150 mL, 2.0M, 0.30 mol) at -78° C. is added a CH2Cl2 solution of titanium tetrachloride (150 mL, 1.0 M, 0.15 mol) and after stirring for 30 min 4-trifluoromethyl-α,α-dimethylbenzyl chloride (83.3 g, 0.373 mol) in CH2Cl2 (100 mL) is added dropwise over 20 min. After the addition is complete the reaction is allowed to warm to -40° C. over 1.5 h. After an additional 2 h at -40° C. the brown reaction mixture is carefully poured onto crushed ice, extracted with ... Reactants: 15h, COC1=CC2=C(C(C3=C(C=C2)C=CC=C3)CO)C=C1 (2-methoxy-5-hydroxymethyldibenzo[a,d]cycloheptene), C1(=CC=C(C=C1)S(=O)(=O)Cl)C (p-toluenesulphonyl chloride), N1=CC=CC=C1 (pyridine). The reagents and catalysts are CN(C1=CC=NC=C1)C (4-dimethylamino pyridine). The solvent is ClCCl (dichloromethane). Yields the product COC1=CC2=C(C(C3=C(C=C2)C=CC=C3)COS(=O)(=O)C3=CC=C(C=C3)C)C=C1 (2-Methoxy-5-p-toluenesulphonyloxymethyldibenzo[a,d]cycloheptene). The yield is 79.8%. Reaction SMILES: [CH3:1][O:2][C:3]1[CH:19]=[CH:18][C:6]2[CH:7]([CH2:16][OH:17])[C:8]3[CH:15]=[CH:14][CH:13]=[CH:12][C:9]=3[CH:10]=[CH:11][C:5]=2[CH:4]=1.[C:20]1([CH3:30])[CH:25]=[CH:24][C:23]([S:26](Cl)(=[O:28])=[O:27])=[CH:22][CH:21]=1.N1C=CC=CC=1>ClCCl.CN(C)C1C=CN=CC=1>[CH3:1][O:2][C:3]1[CH:19]=[CH:18][C:6]2[CH:7]([CH2:16][O:17][S:26]([C:23]3[CH:24]=[CH:25][C:20]([CH3:30])=[CH:21][CH:22]=3)(=[O:28])=[O:27])[C:8]3[CH:15]=[CH:14][CH:13]=[CH:12][C:9]=3[CH:10]=[CH:11][C:5]=2[CH:4]=1. Reported procedure: To a solution of 2-methoxy-5-hydroxymethyldibenzo[a,d]cycloheptene (10.5 g) in dry dichloromethane (150 ml) was added p-toluenesulphonyl chloride (8.1 g), pyridine (6.6 g) and 4-dimethylamino pyridine (300 mg). The reaction mixture was refluxed for 15h, cooled, washed with water (2×200 ml), dried (Na2SO4), filtered and concentrated in vacuo. The residue was purified by flash silica chromatography using 15% ethyl acetate in hexane as eluent to give the title compound as an oil (13.5 g). δ(360 MHz...